Dataset: the Open Reaction Database (ORD), a public repository of structured organic reaction records. Task: describe an organic reaction: reactants, conditions, products, and yield The product is C(CCC)(=O)OCCCC (butyl n-butyrate). Reaction SMILES: O=O.[CH2:3]([OH:7])[CH2:4][CH2:5][CH3:6]>>[C:3]([O:7][CH2:3][CH2:4][CH2:5][CH3:6])(=[O:7])[CH2:4][CH2:5][CH3:6]. Reagents/catalysts: above-mentioned catalyst. Conditions: temperature 90 celsius. Procedure: 15 mL of n-butanol and 0.5 g of the above-mentioned catalyst were sealed in a 100 mL autoclave equipped with a rotary agitator. The interior of the system was then pressurized to 0.3 MPa with oxygen, after which the temperature was raised to 90° C. under stirring, and this temperature was maintained for 5 hours. During this time the supply of oxygen was continued so as to maintain the above-mentioned internal pressure. The system was then cooled and the seal broken, and the reaction solution was... Reactants: O=O (oxygen), O=O (oxygen), C(CCC)O (n-butanol), C(CCC)O (n-butanol).